This data is from the Open Reaction Database (ORD), a public repository of structured organic reaction records. The task is: describe an organic reaction: reactants, conditions, products, and yield As a reaction SMILES: [NH:1]1[CH:5]=[CH:4][CH:3]=[N:2]1.Cl[C:7]1[N:8]=[C:9]([NH:17][CH2:18][C:19]2[CH:24]=[CH:23][C:22]([Cl:25])=[C:21]([Cl:26])[CH:20]=2)[C:10]2[CH:15]=[C:14]([CH3:16])[S:13][C:11]=2[N:12]=1>>[N:1]1([C:7]2[N:8]=[C:9]([NH:17][CH2:18][C:19]3[CH:24]=[CH:23][C:22]([Cl:25])=[C:21]([Cl:26])[CH:20]=3)[C:10]3[CH:15]=[C:14]([CH3:16])[S:13][C:11]=3[N:12]=2)[CH:5]=[CH:4][CH:3]=[N:2]1. The product is N1(N=CC=C1)C=1N=C(C2=C(N1)SC(=C2)C)NCC2=CC(=C(C=C2)Cl)Cl (2-(pyrazol-1-yl)-6-methyl-4-(3,4-dichlorobenzylamino)-thieno-[2,3-d]-pyrimidine). The reactants are N1N=CC=C1 (pyrazole), ClC=1N=C(C2=C(N1)SC(=C2)C)NCC2=CC(=C(C=C2)Cl)Cl (2-chloro-6-methyl-4-(3,4-dichlorobenzylamino)-thieno-[2,3-d]-pyrimidine). Reported procedure: Following the procedure of Example 97, the reaction of pyrazole with 2-chloro-6-methyl-4-(3,4-dichlorobenzylamino)-thieno-[2,3-d]-pyrimidine gives 2-(pyrazol-1-yl)-6-methyl-4-(3,4-dichlorobenzylamino)-thieno-[2,3-d]-pyrimidine. Starting materials: OC1=NC(=CC2=CC(=CC=C12)OC)N1N=CC=C1 (1-hydroxy-6-methoxy-3-(pyrazol-1-yl)isoquinoline), ClC=1N=C(C2=CC=C(C=C2C1)OC)OC1CN2C(N(CCCCC=CC3CC3(NC(C2C1)=O)C(=O)O)C)=O (17-(3-chloro-6-methoxyisoquinolin-1-yloxy)-13-methyl-2,14-dioxo-3,13,15-triaza-tricyclo[13.3.0.04,6]octadec-7-ene-4-carboxylic acid). Product: N1(N=CC=C1)C=1N=C(C2=CC=C(C=C2C1)OC)OC1CN2C(N(CCCCC=CC3CC3(NC(C2C1)=O)C(=O)O)C)=O (17-(3-pyrazol-1-yl-6-methoxyisoquinolin-1-yloxy)-13-methyl-2,14-dioxo-3,13,15-triaza-tricyclo[13.3.0.04,6]octadec-7-ene-4-carboxylic acid). Reaction SMILES: [OH:1][C:2]1[C:11]2[C:6](=[CH:7][C:8]([O:12][CH3:13])=[CH:9][CH:10]=2)[CH:5]=[C:4]([N:14]2[CH:18]=[CH:17][CH:16]=[N:15]2)[N:3]=1.ClC1N=C(O[CH:33]2[CH2:50][CH:49]3[N:35]([C:36](=[O:56])[N:37]([CH3:55])[CH2:38][CH2:39][CH2:40][CH2:41][CH:42]=[CH:43][CH:44]4[C:46]([C:52]([OH:54])=[O:53])([NH:47][C:48]3=[O:51])[CH2:45]4)[CH2:34]2)C2C(C=1)=CC(OC)=CC=2>>[N:14]1([C:4]2[N:3]=[C:2]([O:1][CH:33]3[CH2:50][CH:49]4[N:35]([C:36](=[O:56])[N:37]([CH3:55])[CH2:38][CH2:39][CH2:40][CH2:41][CH:42]=[CH:43][CH:44]5[C:46]([C:52]([OH:54])=[O:53])([NH:47][C:48]4=[O:51])[CH2:45]5)[CH2:34]3)[C:11]3[C:6]([CH:5]=2)=[CH:7][C:8]([O:12][CH3:13])=[CH:9][CH:10]=3)[CH:18]=[CH:17][CH:16]=[N:15]1. Procedure: The title product 67 was prepared from 1-hydroxy-6-methoxy-3-(pyrazol-1-yl)isoquinoline following the same procedures described for the preparation of 17-(3-chloro-6-methoxyisoquinolin-1-yloxy)-13-methyl-2,14-dioxo-3,13,15-triazatricyclo[13.3.0.04,6]octadec-7-ene-4-carboxylic acid (42, Example 10): m/z=575 (M+H)+.